Dataset: the Open Reaction Database (ORD), a public repository of structured organic reaction records. Task: describe an organic reaction: reactants, conditions, products, and yield Starting materials: [NH4+].[Cl-] (NH4Cl), CC(C(=O)NC=1N=NC(=CC1)C)(C)C (2,2-dimethyl-N-(6-methyl-pyridazin-3-yl)-propionamide), C(C)(C)[Mg]Br (iPrMgBr), ice H2O, 12. Solvent: C(Cl)Cl (CH2Cl2), C1CCOC1 (THF). Reaction conditions: temperature 0 celsius, time 30 minute. The product is CC(C)C1=C(N=NC(=C1)C)NC(C(C)(C)C)=O (N-[4-(1-methylethyl)-6-methyl-pyridazin-3-yl]-2,2-dimethyl-propionamide). Yield: 28.3%. Reaction SMILES: [CH3:1][C:2]([CH3:14])([CH3:13])[C:3]([NH:5][C:6]1[N:7]=[N:8][C:9]([CH3:12])=[CH:10][CH:11]=1)=[O:4].[CH:15]([Mg]Br)([CH3:17])[CH3:16].[NH4+].[Cl-]>C1COCC1.C(Cl)Cl>[CH3:16][CH:15]([C:11]1[CH:10]=[C:9]([CH3:12])[N:8]=[N:7][C:6]=1[NH:5][C:3](=[O:4])[C:2]([CH3:14])([CH3:13])[CH3:1])[CH3:17] |f:2.3|. Procedure: A solution of 2,2-dimethyl-N-(6-methyl-pyridazin-3-yl)-propionamide (4.00 g, 20.73 mmol) in THF (50 mL) is stirred at 0° C. 2.0 M iPrMgBr (46.6 mL, 93.26 mmol) is then added dropwise. The reaction is stirred at 0° C. for 30 min, then it is refluxed for 2 h. It is cooled to rt, poured into ice-H2O; sat. NH4Cl is added and extracted with EtOAc; dried with Na2SO4, filtered and concentrated. The crude material is dissolved in CH2Cl2 (100 mL), treated with 12 (5.8 g, 22.80 mmol) and stirred at rt for... Starting materials: C(C)(C)(C)OC(=O)NCC1CC(C1)=C (N-t-butyloxycarbonyl-1-aminomethyl-3-methylenecyclobutane), CO (methanol). The solvent is ClCCl (dichloromethane). Conditions: temperature -78 celsius, time 1 hour. Yields the product C(C)(C)(C)OC(=O)NCC1CC(C1)=O (N-t-Butoxycarbonyl-3-aminomethylcyclobutanone). As a reaction SMILES: [C:1]([O:5][C:6]([NH:8][CH2:9][CH:10]1[CH2:13][C:12](=C)[CH2:11]1)=[O:7])([CH3:4])([CH3:3])[CH3:2].C[OH:16]>ClCCl>[C:1]([O:5][C:6]([NH:8][CH2:9][CH:10]1[CH2:13][C:12](=[O:16])[CH2:11]1)=[O:7])([CH3:4])([CH3:3])[CH3:2]. Procedure details: In a round bottom flask were placed 9 g of the product from Step A of Example 9, 100 mL of methanol, and 400 mL of dichloromethane. The solution was cooled to -78° C., and ozone was bubbled through the reaction mixture until the solution was blue. The system was flushed with nitrogen for 2.5 h, and then treated with 34 mL of dimethylsulide. After 1 h at -78° C., 0° C. for 1 h, and room temperature for 1 h, the solution was stored in a refrigerator at 5° C. overnight before being concentrated. Th...